Task: describe an organic reaction: reactants, conditions, products, and yield. Dataset: the Open Reaction Database (ORD), a public repository of structured organic reaction records Reactants: CC(C)(C)[Si](C)(C)Cl, OCCCO, [Cl-], [H-], [Na+], [Na+], C1CCOC1. Yields the product CC(C)(C)[Si](C)(C)OCCCO. As a reaction SMILES: [C:8]([CH3:9])([CH3:10])([CH3:11])[Si:12]([CH3:13])([CH3:14])[Cl:15].[CH2:3]([CH2:4][CH2:5][OH:6])[OH:7].[Cl-:17].[H-:1].[Na+:16].[Na+:2].[O:18]1[CH2:19][CH2:20][CH2:21][CH2:22]1>>[CH2:3]([CH2:4][CH2:5][O:6][Si:12]([C:8]([CH3:9])([CH3:10])[CH3:11])([CH3:13])[CH3:14])[OH:7]. Starting materials: S(O)(O)(=O)=O (sulfuric acid), FC1=CC=C(C(=O)O)C=C1 (p-fluoro-benzoic acid), [N+](=O)(O)[O-] (nitric acid). Run at temperature 0 celsius, time 30 minute. Yields the product [N+](=O)([O-])C=1C=C(C(=O)O)C=CC1F (3-nitro-4-fluoro-benzoic acid). As a reaction SMILES: S(=O)(=O)(O)O.[F:6][C:7]1[CH:15]=[CH:14][C:10]([C:11]([OH:13])=[O:12])=[CH:9][CH:8]=1.[N+:16]([O-])([OH:18])=[O:17]>>[N+:16]([C:8]1[CH:9]=[C:10]([CH:14]=[CH:15][C:7]=1[F:6])[C:11]([OH:13])=[O:12])([O-:18])=[O:17]. Procedure: 150 ml of nitric acid with a density of 1.42 were added at 0° C. to 300 ml of concentrated sulfuric acid and 50 g of p-fluoro-benzoic acid were added thereto at 0° C. over 30 minutes. The mixture was stirred at 0° C. for one hour and the temperature was allowed to rise to 20° C. The mixture was stirred at 20° C. for 16 hours and was poured over ice. The mixture was vacuum filtered and the product was washed and dried to obtain 47.6 g of 3-nitro-4-fluoro-benzoic acid melting at 123°-124° C. The s... The reactants are CO, Cc1c([N+](=O)[O-])ccc(C(=O)O)c1Cc1ccccc1, [Na+], [OH-]. The product is O=C(O)c1ccc([N+](=O)[O-])cc1Cc1ccccc1. As a reaction SMILES: [CH3:23][OH:24].[CH3:3][c:4]1[c:5]([CH2:16][c:17]2[cH:18][cH:19][cH:20][cH:21][cH:22]2)[c:6]([C:7](=[O:8])[OH:9])[cH:10][cH:11][c:12]1[N+:13](=[O:14])[O-:15].[Na+:2].[OH-:1]>>[cH:4]1[c:5]([CH2:16][c:17]2[cH:18][cH:19][cH:20][cH:21][cH:22]2)[c:6]([C:7](=[O:8])[OH:9])[cH:10][cH:11][c:12]1[N+:13](=[O:14])[O-:15]. Starting materials: COC(=O)C#CC(=O)OC, CCOP(=O)(CP(=O)(OCC)OCC)OCC, CCOC(C)=O, Cc1ccccc1, [H-], [Na+]. Yields the product CCOP(=O)(OCC)C(C(=CC(=O)OC)C(=O)OC)P(=O)(OCC)OCC. Reaction SMILES: [C:20](#[C:21][C:22](=[O:23])[O:24][CH3:25])[C:26](=[O:27])[O:28][CH3:29].[CH2:3]([CH3:4])[O:5][P:6](=[O:7])([O:8][CH2:9][CH3:10])[CH2:11][P:12](=[O:13])([O:14][CH2:15][CH3:16])[O:17][CH2:18][CH3:19].[CH3:30][CH2:31][O:32][C:33](=[O:34])[CH3:35].[CH3:36][c:37]1[cH:38][cH:39][cH:40][cH:41][cH:42]1.[H-:1].[Na+:2]>>[CH2:3]([CH3:4])[O:5][P:6](=[O:7])([O:8][CH2:9][CH3:10])[CH:11]([P:12](=[O:13])([O:14][CH2:15][CH3:16])[O:17][CH2:18][CH3:19])[C:21](=[CH:20][C:26](=[O:27])[O:28][CH3:29])[C:22](=[O:23])[O:24][CH3:25]. The reactants are N=1C=NN2C1C=C(C=C2)OC2=C(C=C(C=C2)NC2=NC=NC1=CC=C(C=C21)NC=2OCC(N2)(C)C)C (N4-(4-([1,2,4]triazolo[1,5-a]pyridin-7-yloxy)-3-methylphenyl)-N6-(4,4-dimethyl-4,5-dihydrooxazol-2-yl)quinazoline-4,6-diamine), N=1C=NN2C1C=C(C=C2)OC2=C(C=C(N)C=C2)C (4-([1,2,4]triazolo[1,5-a]pyridin-7-yloxy)-3-methylaniline), N=1C=NN2C1C=C(C=C2)OC2=C(C=C(C=C2)NC2=NC=NC1=CC=C(C=C21)NC=2OCC(N2)(C)C)C (N4-(4-([1,2,4]triazolo[1,5-a]pyridin-7-yloxy)-3-methylphenyl)-N6-(4,4-dimethyl-4,5-dihydrooxazol-2-yl)quinazoline-4,6-diamine), C(#N)C1=C(C=CC(=C1)NC(=S)NC(CO)(C)C)/N=C/N(C)C ((E)-N′-(2-cyano-4-(3-(1-hydroxy-2-methylpropan-2-yl)thioureido)phenyl)-N,N-dimethylformimidamide). Run in C(C)(=O)OC(C)C.C(C)(=O)O (isopropyl acetate acetic acid). The product is N=1C=NN2C1C=C(C=C2)OC2=C(C=C(C=C2)NC2=NC=NC1=CC=C(C=C21)NC(=S)NC(CO)(C)C)C (1-(4-((4-([1,2,4]triazolo[1,5-a]pyridin-7-yloxy)-3-methylphenyl)amino)quinazolin-6-yl)-3-(1-hydroxy-2-methylpropan-2-yl)thiourea). RXN SMILES: [N:1]1[CH:2]=[N:3][N:4]2[CH:9]=[CH:8][C:7]([O:10][C:11]3[CH:16]=[CH:15][C:14]([NH:17][C:18]4[C:27]5[C:22](=[CH:23][CH:24]=[C:25]([NH:28][C:29]6[O:30][CH2:31][C:32]([CH3:35])([CH3:34])[N:33]=6)[CH:26]=5)[N:21]=[CH:20][N:19]=4)=[CH:13][C:12]=3[CH3:36])=[CH:6][C:5]=12.C(C1C=C(NC(NC(C)(C)CO)=[S:47])C=CC=1/N=C/N(C)C)#N.N1C=NN2C=CC(OC3C=CC(N)=CC=3C)=CC=12>C(OC(C)C)(=O)C.C(O)(=O)C>[N:1]1[CH:2]=[N:3][N:4]2[CH:9]=[CH:8][C:7]([O:10][C:11]3[CH:16]=[CH:15][C:14]([NH:17][C:18]4[C:27]5[C:22](=[CH:23][CH:24]=[C:25]([NH:28][C:29]([NH:33][C:32]([CH3:35])([CH3:34])[CH2:31][OH:30])=[S:47])[CH:26]=5)[N:21]=[CH:20][N:19]=4)=[CH:13][C:12]=3[CH3:36])=[CH:6][C:5]=12 |f:3.4|. Reported procedure: The synthesis of N4-(4-([1,2,4]triazolo[1,5-a]pyridin-7-yloxy)-3-methylphenyl)-N6-(4,4-dimethyl-4,5-dihydrooxazol-2-yl)quinazoline-4,6-diamine is described in WO 2007/059257. Generally, N4-(4-([1,2,4]triazolo[1,5-a]pyridin-7-yloxy)-3-methylphenyl)-N6-(4,4-dimethyl-4,5-dihydrooxazol-2-yl)quinazoline-4,6-diamine may be prepared by coupling (E)-N′-(2-cyano-4-(3-(1-hydroxy-2-methylpropan-2-yl)thioureido)phenyl)-N,N-dimethylformimidamide with 4-([1,2,4]triazolo[1,5-a]pyridin-7-yloxy)-3-methylaniline ... Starting materials: O1C(OCC1)CNC1=C(C=CC(=C1)OC)[N+](=O)[O-] (N-(1,3-dioxolan-2-ylmethyl)-5-methoxy-2-nitroaniline). The reagents and catalysts are [C].[Pd] (palladium-carbon). The solvent is C(C)O (ethanol). Conditions: temperature 40 celsius, time 40 minute. Yields the product O1C(OCC1)CNC1=C(N)C=CC(=C1)OC (2-(1,3-dioxolan-2-ylmethyl)amino-4-methoxyaniline). RXN SMILES: [O:1]1[CH2:5][CH2:4][O:3][CH:2]1[CH2:6][NH:7][C:8]1[CH:13]=[C:12]([O:14][CH3:15])[CH:11]=[CH:10][C:9]=1[N+:16]([O-])=O>[C].[Pd].C(O)C>[O:1]1[CH2:5][CH2:4][O:3][CH:2]1[CH2:6][NH:7][C:8]1[CH:13]=[C:12]([O:14][CH3:15])[CH:11]=[CH:10][C:9]=1[NH2:16] |f:1.2|. Procedure: To 100 mL of an ethanol suspension containing 4.5 g of N-(1,3-dioxolan-2-ylmethyl)-5-methoxy-2-nitroaniline, 1.3 g of 10% palladium-carbon was added at room temperature, and the mixture was stirred at 40° C. for 3 hours and 40 minutes under a hydrogen atmosphere. The insoluble material filtered off, and the solvent was removed under reduced pressure to obtain 3.5 g of a violet oily substance, 2-(1,3-dioxolan-2-ylmethyl)amino-4-methoxyaniline.